describe an organic reaction: reactants, conditions, products, and yield From a dataset of the Open Reaction Database (ORD), a public repository of structured organic reaction records. Starting materials: C(C)(C)C1(N=C(NC1=O)C1=NC2=CC=C(C=C2C=C1C(=O)O)[N+](=O)[O-])C (2-(4-isopropyl-4-methyl-5-oxo-2 -imidazolin-2-yl)-6-nitro-3-quinolinecarboxylic acid). The reagents and catalysts are [Pd] (palladium on carbon). Solvent: CO (methanol). Yields the product formula III, NC=1C=C2C=C(C(=NC2=CC1)C=1NC(C(N1)(C)C(C)C)=O)C(=O)O (6-amino-2-(4-isopropyl-4-methyl-5-oxo-2-imidazolin2-yl)-3-quinolinecarboxylic acid). Isolated yield 0.1%. As a reaction SMILES: [CH:1]([C:4]1([CH3:26])[C:8](=[O:9])[NH:7][C:6]([C:10]2[C:19]([C:20]([OH:22])=[O:21])=[CH:18][C:17]3[C:12](=[CH:13][CH:14]=[C:15]([N+:23]([O-])=O)[CH:16]=3)[N:11]=2)=[N:5]1)([CH3:3])[CH3:2]>[Pd].CO>[NH2:23][C:15]1[CH:16]=[C:17]2[C:12](=[CH:13][CH:14]=1)[N:11]=[C:10]([C:6]1[NH:7][C:8](=[O:9])[C:4]([CH:1]([CH3:2])[CH3:3])([CH3:26])[N:5]=1)[C:19]([C:20]([OH:22])=[O:21])=[CH:18]2. Reported procedure: To a solution of 2-(4-isopropyl-4-methyl-5-oxo-2 -imidazolin-2-yl)-6-nitro-3-quinolinecarboxylic acid (212 mg, 0,594 mmol) and methanol (100 mL), a 50 mg quantity of 10% palladium on carbon is added under argon. The mixture is allowed to shake under a hydrogen atmosphere (4 psi) for thirty minutes at room temperature, The catalyst is removed by filtration through diatomaceous earth and then the filtrate is concentrated in vacuo. The concentrate is partitioned between 100 mL portions of chlorofor... Starting materials: BrCc1ccccc1, CCCCCCC(C)(C)c1ccc(Br)c(O)c1, CN(C)C=O, [KH]. Reaction SMILES: [Br:19][CH2:20][c:21]1[cH:22][cH:23][cH:24][cH:25][cH:26]1.[Br:2][c:3]1[c:4]([OH:18])[cH:5][c:6]([C:9]([CH3:10])([CH2:11][CH2:12][CH2:13][CH2:14][CH2:15][CH3:16])[CH3:17])[cH:7][cH:8]1.[CH3:27][N:28]([CH3:29])[CH:30]=[O:31].[KH:1]>>[Br:2][c:3]1[c:4]([O:18][CH2:20][c:21]2[cH:22][cH:23][cH:24][cH:25][cH:26]2)[cH:5][c:6]([C:9]([CH3:10])([CH2:11][CH2:12][CH2:13][CH2:14][CH2:15][CH3:16])[CH3:17])[cH:7][cH:8]1. Product: CCCCCCC(C)(C)c1ccc(Br)c(OCc2ccccc2)c1. Reactants: CCCCc1n[nH]c(=S)n1Cc1ccc([N+](=O)[O-])cc1, Cl, ClCCl. Yields the product CCCCc1nnc(Cl)n1Cc1ccc([N+](=O)[O-])cc1. Reaction SMILES: [CH2:2]([CH2:3][CH2:4][CH3:5])[c:6]1[n:7]([CH2:12][c:13]2[cH:14][cH:15][c:16]([N+:19](=[O:20])[O-:21])[cH:17][cH:18]2)[c:8](=[S:11])[nH:9][n:10]1.[Cl:1].[Cl:22][CH2:23][Cl:24]>>[CH2:2]([CH2:3][CH2:4][CH3:5])[c:6]1[n:7]([CH2:12][c:13]2[cH:14][cH:15][c:16]([N+:19](=[O:20])[O-:21])[cH:17][cH:18]2)[c:8]([Cl:22])[n:9][n:10]1. Reactants: COC(NC1C(NC2=C(C(C1)(C)C)C=CC(=C2)N)=O)=O ((8-Amino-5,5-dimethyl-2-oxo-2,3,4,5-tetrahydro-1H-1-benzazepin-3-yl)-carbamic acid methyl ester), ClC1=NC=C(C(=N1)NC1=C(C(=O)NC)C=CC=C1F)Cl (2-(2,5-Dichloro-pyrimidin-4-ylamino)-3-fluoro-N-methyl-benzamide). Product: COC(NC1C(NC2=C(C(C1)(C)C)C=CC(=C2)NC2=NC=C(C(=N2)NC2=C(C=CC=C2C(NC)=O)F)Cl)=O)=O ({8-[5-Chloro-4-(2-fluoro-6-methylcarbamoyl-phenylamino)-pyrimidin-2-ylamino]-5,5-dimethyl-2-oxo-2,3,4,5-tetrahydro-1H-1-benzazepin-3-yl}-carbamic acid methyl ester), solid. The yield is 19.0%. Reaction SMILES: [CH3:1][O:2][C:3](=[O:20])[NH:4][CH:5]1[CH2:11][C:10]([CH3:13])([CH3:12])[C:9]2[CH:14]=[CH:15][C:16]([NH2:18])=[CH:17][C:8]=2[NH:7][C:6]1=[O:19].Cl[C:22]1[N:27]=[C:26]([NH:28][C:29]2[C:38]([F:39])=[CH:37][CH:36]=[CH:35][C:30]=2[C:31]([NH:33][CH3:34])=[O:32])[C:25]([Cl:40])=[CH:24][N:23]=1>>[CH3:1][O:2][C:3](=[O:20])[NH:4][CH:5]1[CH2:11][C:10]([CH3:13])([CH3:12])[C:9]2[CH:14]=[CH:15][C:16]([NH:18][C:22]3[N:27]=[C:26]([NH:28][C:29]4[C:30]([C:31](=[O:32])[NH:33][CH3:34])=[CH:35][CH:36]=[CH:37][C:38]=4[F:39])[C:25]([Cl:40])=[CH:24][N:23]=3)=[CH:17][C:8]=2[NH:7][C:6]1=[O:19]. Procedure: {8-[5-Chloro-4-(2-fluoro-6-methylcarbamoyl-phenylamino)-pyrimidin-2-ylamino]-5,5-dimethyl-2-oxo-2,3,4,5-tetrahydro-1H-1-benzazepin-3-yl}-carbamic acid methyl ester was prepared from (8-Amino-5,5-dimethyl-2-oxo-2,3,4,5-tetrahydro-1H-1-benzazepin-3-yl)-carbamic acid methyl ester and 2-(2,5-Dichloro-pyrimidin-4-ylamino)-3-fluoro-N-methyl-benzamide in an analogous manner to Example 1d. Title compound was isolated as a pale yellow solid (30 mg, 19%) LCMS 558 (M+H), HNMR (DMSO) 9.51 (s, 1H), 9.39 (s, ...